From a dataset of the Open Reaction Database (ORD), a public repository of structured organic reaction records. describe an organic reaction: reactants, conditions, products, and yield Reactants: CCO, O=Cc1ccccc1, [Na+], [Na+], O, O, O, O, O, O, O, O, O, CC(=O)c1ccccc1O, OB1O[B-]2(O)OB(O)O[B-](O)(O1)O2. Yields the product O=C1CC(c2ccccc2)Oc2ccccc21. RXN SMILES: [CH3:42][CH2:43][OH:44].[CH:11](=[O:12])[c:13]1[cH:14][cH:15][cH:16][cH:17][cH:18]1.[Na+:19].[Na+:20].[OH2:21].[OH2:22].[OH2:23].[OH2:24].[OH2:25].[OH2:26].[OH2:27].[OH2:28].[OH2:45].[OH:1][c:2]1[c:3]([C:8]([CH3:9])=[O:10])[cH:4][cH:5][cH:6][cH:7]1.[OH:29][B:30]1[O:31][B-:32]2([OH:41])[O:33][B-:34]([OH:39])([O:35][B:36]([OH:38])[O:37]2)[O:40]1>>[O:1]1[c:2]2[c:3]([cH:4][cH:5][cH:6][cH:7]2)[C:8](=[O:10])[CH2:9][CH:11]1[c:13]1[cH:14][cH:15][cH:16][cH:17][cH:18]1. The reactants are [Br-].BrC1=CC=C(C=C1)C1=C(C(=NO1)C)C[P+](C1=CC=CC=C1)(C1=CC=CC=C1)C1=CC=CC=C1 ([5-(4-bromo-phenyl)-3-methyl-isoxazol-4-ylmethyl]-triphenyl-phosphonium bromide), C(C)(C)C1=CC=C(C=C1)CC(C=O)C (3-(4-isopropyl-phenyl)-2-methyl-propionaldehyde). The product is BrC1=CC=C(C=C1)C1=C(C(=NO1)C)C=CC(CC1=CC=C(C=C1)C(C)C)C (5-(4-Bromo-phenyl)-4-[4-(4-isopropyl-phenyl)-3-methyl-but-1-enyl]-3-methyl-isoxazole). Reaction SMILES: [Br-].[Br:2][C:3]1[CH:8]=[CH:7][C:6]([C:9]2[O:13][N:12]=[C:11]([CH3:14])[C:10]=2[CH2:15][P+](C2C=CC=CC=2)(C2C=CC=CC=2)C2C=CC=CC=2)=[CH:5][CH:4]=1.[CH:35]([C:38]1[CH:43]=[CH:42][C:41]([CH2:44][CH:45]([CH3:48])[CH:46]=O)=[CH:40][CH:39]=1)([CH3:37])[CH3:36]>>[Br:2][C:3]1[CH:4]=[CH:5][C:6]([C:9]2[O:13][N:12]=[C:11]([CH3:14])[C:10]=2[CH:15]=[CH:46][CH:45]([CH3:48])[CH2:44][C:41]2[CH:40]=[CH:39][C:38]([CH:35]([CH3:37])[CH3:36])=[CH:43][CH:42]=2)=[CH:7][CH:8]=1 |f:0.1|. Reported procedure: Prepared according to the procedure described in Example 110, Step 2, using [5-(4-bromo-phenyl)-3-methyl-isoxazol-4-ylmethyl]-triphenyl-phosphonium bromide and 3-(4-isopropyl-phenyl)-2-methyl-propionaldehyde The reactants are O (Water), N1C=NC=C1 (Imidazole), BrCCCCl (1-bromo-3-chloropropane), [OH-].[Na+] (sodium hydroxide). The reagents and catalysts are [I-].C(CCC)[N+](CCCC)(CCCC)CCCC (tetrabutylammonium iodide). The solvent is CC(=O)C (acetone). Reaction conditions: temperature 50 celsius, time 18 hour. The product is ClCCCN1C=NC=C1 (1-(3-chloropropyl)-1H-imidazole). As a reaction SMILES: [NH:1]1[CH:5]=[CH:4][N:3]=[CH:2]1.Br[CH2:7][CH2:8][CH2:9][Cl:10].[OH-].[Na+].O>[I-].C([N+](CCCC)(CCCC)CCCC)CCC.CC(C)=O>[Cl:10][CH2:9][CH2:8][CH2:7][N:1]1[CH:5]=[CH:4][N:3]=[CH:2]1 |f:2.3,5.6|. Procedure details: Imidazole (680 mg), 1-bromo-3-chloropropane (0.79 ml), tetrabutylammonium iodide (10 mg), and a 3 M aqueous sodium hydroxide solution (1 ml) were dissolved in acetone (10 ml), and the solution was stirred at 50° C. for 18 hr. Water was added to the reaction mixture, and the mixture was extracted with chloroform. The organic layer was dried over anhydrous sodium sulfate, and the solvent was removed by distillation under the reduced pressure. The residue was purified by chromatography by developme... Reactants: COC1=C(C=CC=C1)OC (1,2-dimethoxybenzene), ferric chloride, ice water. The solvent is S(O)(O)(=O)=O (sulfuric acid). Yields the product O.OC1=CC=2C3=CC(=C(C=C3C3=CC(=C(C=C3C2C=C1O)O)O)O)O (2,3,6,7,10,11-hexahydroxytriphenylene monohydrate), COC1=CC=2C3=CC(=C(C=C3C3=CC(=C(C=C3C2C=C1OC)OC)OC)OC)OC (2,3,6,7,10,11-hexamethoxytriphenylene). The yield is 240.1%. As a reaction SMILES: [CH3:1][O:2][C:3]1[CH:8]=[CH:7][CH:6]=[CH:5][C:4]=1[O:9][CH3:10]>S(=O)(=O)(O)O>[OH2:2].[OH:9][C:4]1[C:3]([OH:2])=[CH:8][C:7]2[C:6]3[C:5](=[CH:4][C:3]([OH:2])=[C:8]([OH:2])[CH:7]=3)[C:6]3[C:7](=[CH:8][C:3]([OH:2])=[C:4]([OH:9])[CH:5]=3)[C:6]=2[CH:5]=1.[CH3:1][O:2][C:3]1[C:4]([O:9][CH3:10])=[CH:5][C:6]2[C:7]3[C:6](=[CH:5][C:4]([O:9][CH3:10])=[C:3]([O:2][CH3:1])[CH:8]=3)[C:7]3[C:6](=[CH:5][C:4]([O:9][CH3:10])=[C:3]([O:2][CH3:1])[CH:8]=3)[C:7]=2[CH:8]=1 |f:2.3|. Procedure details: A type B crystal of 2,3,6,7,10,11-hexahydroxytriphenylene monohydrate was synthesized according to the process described in Synthesis, 477, 1994 and JP-A-8-119894. Namely, 1,2-dimethoxybenzene (31.78 g, 0.23 moles) and anhydrous ferric chloride (120 g, 0.74 moles) were dissolved in 70% sulfuric acid, and the solution was reacted at 25° C. for 24 hours with stirring. After completion of the reaction, the solution was poured into ice water (500 g), and the precipitated crystal was collected by fil... Starting materials: Nc1ccccc1, COC(=O)C1=C(O)c2ccccc2S(=O)(=O)C1, Cc1ccccc1C. The product is O=C(Nc1ccccc1)C1=C(O)c2ccccc2S(=O)(=O)C1. As a reaction SMILES: [NH2:18][c:19]1[cH:20][cH:21][cH:22][cH:23][cH:24]1.[OH:1][C:2]1=[C:3]([C:14]([O:16][CH3:15])=[O:17])[CH2:4][S:5](=[O:12])(=[O:13])[c:6]2[c:7]1[cH:8][cH:9][cH:10][cH:11]2.[c:25]1([CH3:26])[c:27]([CH3:28])[cH:29][cH:30][cH:31][cH:32]1>>[OH:1][C:2]1=[C:3]([C:14](=[O:16])[NH:18][c:19]2[cH:20][cH:21][cH:22][cH:23][cH:24]2)[CH2:4][S:5](=[O:12])(=[O:13])[c:6]2[c:7]1[cH:8][cH:9][cH:10][cH:11]2. Reactants: CO, ClC(Cl)Cl, CC(c1ccc(C(C)(C)O)cc1F)N1C(=O)c2ccccc2C1=O, NN, O. The product is CC(N)c1ccc(C(C)(C)O)cc1F. As a reaction SMILES: [CH3:32][OH:33].[CH:28]([Cl:29])([Cl:30])[Cl:31].[F:1][c:2]1[c:3]([CH:12]([CH3:13])[N:14]2[C:15](=[O:16])[c:17]3[c:18]([cH:19][cH:20][cH:21][cH:22]3)[C:23]2=[O:24])[cH:4][cH:5][c:6]([C:8]([CH3:9])([CH3:10])[OH:11])[cH:7]1.[NH2:26][NH2:27].[OH2:25]>>[F:1][c:2]1[c:3]([CH:12]([CH3:13])[NH2:14])[cH:4][cH:5][c:6]([C:8]([CH3:9])([CH3:10])[OH:11])[cH:7]1.